Dataset: the Open Reaction Database (ORD), a public repository of structured organic reaction records. Task: describe an organic reaction: reactants, conditions, products, and yield Reactants: F[B-](F)(F)F, NC(CO)c1nc2cc(Br)ccc2[nH]1, Cc1cc(C(=O)O)ccc1N1CCOCC1=O, CN(C)C=O, CN(C)C(On1nnc2ccccc21)=[N+](C)C. The product is Cc1cc(C(=O)NC(CO)c2nc3cc(Br)ccc3[nH]2)ccc1N1CCOCC1=O. Reaction SMILES: [B-:32]([F:33])([F:34])([F:35])[F:36].[Br:18][c:19]1[cH:20][c:21]2[c:22]([nH:23][c:24]([CH:26]([CH2:27][OH:28])[NH2:29])[n:25]2)[cH:30][cH:31]1.[CH3:1][c:2]1[cH:3][c:4]([C:5](=[O:6])[OH:7])[cH:8][cH:9][c:10]1[N:11]1[C:12](=[O:17])[CH2:13][O:14][CH2:15][CH2:16]1.[O:54]=[CH:55][N:56]([CH3:57])[CH3:58].[n:37]1([O:38][C:39]([N:40]([CH3:41])[CH3:42])=[N+:43]([CH3:44])[CH3:45])[c:46]2[cH:47][cH:48][cH:49][cH:50][c:51]2[n:52][n:53]1>>[CH3:1][c:2]1[cH:3][c:4]([C:5](=[O:7])[NH:29][CH:26]([c:24]2[nH:23][c:22]3[c:21]([cH:20][c:19]([Br:18])[cH:31][cH:30]3)[n:25]2)[CH2:27][OH:28])[cH:8][cH:9][c:10]1[N:11]1[C:12](=[O:17])[CH2:13][O:14][CH2:15][CH2:16]1. Starting materials: C(C)(C)(C)OC(=O)N[C@H](C(=O)N[C@H](C(=O)O)CC1=CC(=C(C=C1)OCC(=O)OC)C(=O)OC)CC1=CC=CC=C1 ((2S)-2-({(2S)-2-[(tert-butoxycarbonyl)amino]-3-phenylpropanoyl}amino)-3-[3-(methoxycarbonyl)-4-(2-methoxy-2-oxoethoxy)phenyl]propanoic acid), NCC(O)C1=C(C=CC(=C1)Cl)OCC1=CC=CC=C1 (2-amino-1-[2-(benzyloxy)-5-chlorophenyl]-1-ethanol). Product: C(C1=CC=CC=C1)OC1=C(C=C(C=C1)Cl)C(CNC([C@H](CC=1C=CC(=C(C(=O)O)C1)OCC(=O)O)NC([C@H](CC1=CC=CC=C1)NC(=O)OC(C)(C)C)=O)=O)O (5-[(2S)-3-({2-[2-(benzyloxy)-5-chlorophenyl]-2-hydroxyethyl}amino)-2-({(2S)-2-[(tert-butoxycarbonyl)amino]-3-phenylpropanoyl}amino)-3-oxopropyl]-2-(carboxymethoxy)benzoic Acid). Yield: 64.2%. As a reaction SMILES: [C:1]([O:5][C:6]([NH:8][C@@H:9]([CH2:34][C:35]1[CH:40]=[CH:39][CH:38]=[CH:37][CH:36]=1)[C:10]([NH:12][C@@H:13]([CH2:17][C:18]1[CH:23]=[CH:22][C:21]([O:24][CH2:25][C:26]([O:28]C)=[O:27])=[C:20]([C:30]([O:32]C)=[O:31])[CH:19]=1)[C:14](O)=[O:15])=[O:11])=[O:7])([CH3:4])([CH3:3])[CH3:2].[NH2:41][CH2:42][CH:43]([C:45]1[CH:50]=[C:49]([Cl:51])[CH:48]=[CH:47][C:46]=1[O:52][CH2:53][C:54]1[CH:59]=[CH:58][CH:57]=[CH:56][CH:55]=1)[OH:44]>>[CH2:53]([O:52][C:46]1[CH:47]=[CH:48][C:49]([Cl:51])=[CH:50][C:45]=1[CH:43]([OH:44])[CH2:42][NH:41][C:14](=[O:15])[C@@H:13]([NH:12][C:10](=[O:11])[C@@H:9]([NH:8][C:6]([O:5][C:1]([CH3:2])([CH3:3])[CH3:4])=[O:7])[CH2:34][C:35]1[CH:36]=[CH:37][CH:38]=[CH:39][CH:40]=1)[CH2:17][C:18]1[CH:23]=[CH:22][C:21]([O:24][CH2:25][C:26]([OH:28])=[O:27])=[C:20]([CH:19]=1)[C:30]([OH:32])=[O:31])[C:54]1[CH:59]=[CH:58][CH:57]=[CH:56][CH:55]=1. Reported procedure: Synthesis was performed from (2S)-2-({(2S)-2-[(tert-butoxycarbonyl)amino]-3-phenylpropanoyl}amino)-3-[3-(methoxycarbonyl)-4-(2-methoxy-2-oxoethoxy)phenyl]propanoic acid (75 mg, 0.13 mmol) and 2-amino-1-[2-(benzyloxy)-5-chlorophenyl]-1-ethanol (45 mg, 0.16 mmol) according to Method C to give the title compound (66 mg) as a diasteromeric mixture. 1H-NMR (400 MHz, CD3OD) d 4.77 (s, 1H), 4.75 (s, 1H), 4.55 (m, 1H), 4.22 (m, 1H), 1.33-1.32 (9H); HRMS m/z 789.2713 (calc. of monoisotopic mass for C41H4... Reactants: CC(C)=O, COc1nc(OC)c(C=O)c(OC)n1, [Na+], [OH-], O. Product: COc1nc(OC)c(C=CC(C)=O)c(OC)n1. As a reaction SMILES: [CH3:17][C:18]([CH3:19])=[O:20].[CH3:3][O:4][c:5]1[n:6][c:7]([O:15][CH3:16])[c:8]([CH:13]=[O:14])[c:9]([O:11][CH3:12])[n:10]1.[Na+:2].[OH-:1].[OH2:21]>>[CH3:3][O:4][c:5]1[n:6][c:7]([O:15][CH3:16])[c:8]([CH:13]=[CH:17][C:18]([CH3:19])=[O:20])[c:9]([O:11][CH3:12])[n:10]1. Starting materials: CC(C)=CCCn1c(Br)nc2c(N)ncnc21, [H-], COc1ccc(I)c(S)c1, [Na+], CN(C)C=O. Yields the product COc1ccc(I)c(Sc2nc3c(N)ncnc3n2CCC=C(C)C)c1. RXN SMILES: [Br:13][c:14]1[n:15]([CH2:24][CH2:25][CH:26]=[C:27]([CH3:28])[CH3:29])[c:16]2[n:17][cH:18][n:19][c:20]([NH2:23])[c:21]2[n:22]1.[H-:1].[I:3][c:4]1[c:5]([SH:12])[cH:6][c:7]([O:10][CH3:11])[cH:8][cH:9]1.[Na+:2].[O:30]=[CH:31][N:32]([CH3:33])[CH3:34]>>[I:3][c:4]1[c:5]([S:12][c:14]2[n:15]([CH2:24][CH2:25][CH:26]=[C:27]([CH3:28])[CH3:29])[c:16]3[n:17][cH:18][n:19][c:20]([NH2:23])[c:21]3[n:22]2)[cH:6][c:7]([O:10][CH3:11])[cH:8][cH:9]1. Starting materials: C(C)(C)(C)OC(NC1=C(C=C(C=C1)C1=C(C=CC=C1)OC)N)=O ((3-amino-2′-methoxy-biphenyl-4-yl)-carbamic acid tert.-butyl ester), CC1(OC(C=C(O1)C=1C=C(C#N)C=CC1)=O)C (3-(2,2-dimethyl-6-oxo-6H-[1,3]dioxin-4-yl)-benzonitrile), C(=O)(C(F)(F)F)O (TFA). Run in C(Cl)Cl (CH2Cl2). Yields the product COC1=C(C=CC=C1)C1=CC2=C(N=C(CC(N2)=O)C=2C=C(C#N)C=CC2)C=C1 (3-[7-(2-Methoxy-phenyl)-4-oxo-4,5-dihydro-3H-benzo[b][1,4]diazepin-2-yl]-benzonitrile). Reaction SMILES: C(OC(=O)[NH:7][C:8]1[CH:13]=[CH:12][C:11]([C:14]2[CH:19]=[CH:18][CH:17]=[CH:16][C:15]=2[O:20][CH3:21])=[CH:10][C:9]=1[NH2:22])(C)(C)C.CC1(C)O[C:29]([C:31]2[CH:32]=[C:33]([CH:36]=[CH:37][CH:38]=2)[C:34]#[N:35])=[CH:28][C:27](=[O:39])O1.C(O)(C(F)(F)F)=O>C(Cl)Cl>[CH3:21][O:20][C:15]1[CH:16]=[CH:17][CH:18]=[CH:19][C:14]=1[C:11]1[CH:12]=[CH:13][C:8]2[N:7]=[C:29]([C:31]3[CH:32]=[C:33]([CH:36]=[CH:37][CH:38]=3)[C:34]#[N:35])[CH2:28][C:27](=[O:39])[NH:22][C:9]=2[CH:10]=1. Procedure: Prepared from (3-amino-2′-methoxy-biphenyl-4-yl)-carbamic acid tert.-butyl ester (Example G10) and 3-(2,2-dimethyl-6-oxo-6H-[1,3]dioxin-4-yl)-benzonitrile (Example J4) according to the general procedure K. The obtained material was deprotected and cyclized by treatment with TFA in CH2Cl2 according to the general procedure M. Obtained as a light green powder (30 mg).